This data is from the Open Reaction Database (ORD), a public repository of structured organic reaction records. The task is: describe an organic reaction: reactants, conditions, products, and yield Reactants: BrC1C(C2=CC(=CC=C2C1)F)=O (2-bromo-6-fluoro-1-indanone), Cl.N1C=NC(=C1)CC(=S)N (4-imidazolylthioacetamide hydrochloride). Yields the product FC=1C=CC=2CC3=C(N=C(S3)CC=3N=CNC3)C2C1 (5-Fluoro-2-(4-imidazolylmethyl)-8H-indeno[1,2-d]thiazole). Reaction SMILES: Br[CH:2]1[CH2:10][C:9]2[C:4](=[CH:5][C:6]([F:11])=[CH:7][CH:8]=2)[C:3]1=O.Cl.[NH:14]1[CH:18]=[C:17]([CH2:19][C:20]([NH2:22])=[S:21])[N:16]=[CH:15]1>>[F:11][C:6]1[CH:7]=[CH:8][C:9]2[CH2:10][C:2]3[S:21][C:20]([CH2:19][C:17]4[N:16]=[CH:15][NH:14][CH:18]=4)=[N:22][C:3]=3[C:4]=2[CH:5]=1 |f:1.2|. Reported procedure: Starting compounds: 2-bromo-6-fluoro-1-indanone, 4-imidazolylthioacetamide hydrochloride The reactants are NCC(N)=O, O=C(O)c1cccc(-c2nc(N3CCOCC3)nc3c2CCN3c2ccncc2)c1, On1nnc2ccccc21. Yields the product NC(=O)CNC(=O)c1cccc(-c2nc(N3CCOCC3)nc3c2CCN3c2ccncc2)c1. As a reaction SMILES: [NH2:41][CH2:42][C:43]([NH2:44])=[O:45].[O:1]1[CH2:2][CH2:3][N:4]([c:7]2[n:8][c:9](-[c:22]3[cH:23][c:24]([C:25](=[O:26])[OH:27])[cH:28][cH:29][cH:30]3)[c:10]3[c:11]([n:12]2)[N:13]([c:16]2[cH:17][cH:18][n:19][cH:20][cH:21]2)[CH2:14][CH2:15]3)[CH2:5][CH2:6]1.[OH:31][n:32]1[c:33]2[c:34]([cH:35][cH:36][cH:37][cH:38]2)[n:39][n:40]1>>[O:1]1[CH2:2][CH2:3][N:4]([c:7]2[n:8][c:9](-[c:22]3[cH:23][c:24]([C:25](=[O:27])[NH:41][CH2:42][C:43]([NH2:44])=[O:45])[cH:28][cH:29][cH:30]3)[c:10]3[c:11]([n:12]2)[N:13]([c:16]2[cH:17][cH:18][n:19][cH:20][cH:21]2)[CH2:14][CH2:15]3)[CH2:5][CH2:6]1. The reactants are C(=O)C1=CC=C(C(C=O)=C1)O (5-formyl salicylaldehyde), S(=O)(=O)(OCCCCCCC1=CC=C(C=C1)C1=CC=CC=C1)C1=CC=C(C)C=C1 (6-(biphenyl-4-yl)hexyl tosylate). The product is C1(=CC=C(C=C1)CCCCCCOC1=C(C=C(C=C1)C=O)C=O)C1=CC=CC=C1 (4-[6-(biphenyl-4-yl)hexyloxy]-1,3-benzenedicarboxaldehyde). As a reaction SMILES: [CH:1]([C:3]1[CH:10]=[C:7]([CH:8]=[O:9])[C:6]([OH:11])=[CH:5][CH:4]=1)=[O:2].S(C1C=CC(C)=CC=1)(O[CH2:16][CH2:17][CH2:18][CH2:19][CH2:20][CH2:21][C:22]1[CH:27]=[CH:26][C:25]([C:28]2[CH:33]=[CH:32][CH:31]=[CH:30][CH:29]=2)=[CH:24][CH:23]=1)(=O)=O>>[C:25]1([C:28]2[CH:29]=[CH:30][CH:31]=[CH:32][CH:33]=2)[CH:24]=[CH:23][C:22]([CH2:21][CH2:20][CH2:19][CH2:18][CH2:17][CH2:16][O:11][C:6]2[CH:5]=[CH:4][C:3]([CH:1]=[O:2])=[CH:10][C:7]=2[CH:8]=[O:9])=[CH:27][CH:26]=1. Reported procedure: 4-[6-(biphenyl-4-yl)hexyloxy]-1,3-benzenedicarboxaldehyde (MS: M+NH4+ =400) was prepared from 5-formyl salicylaldehyde and 6-(biphenyl-4-yl)hexyl tosylate at a temperature of 150° C. using the method in Example 1.